From a dataset of the Open Reaction Database (ORD), a public repository of structured organic reaction records. describe an organic reaction: reactants, conditions, products, and yield The reactants are C(C(=O)Cl)(=O)Cl (oxalyl chloride), BrC=1C=C(C(=O)O)C=CC1OC (3-bromo-4-methoxybenzoic acid), CN1N=CC(=C1)CN ((1-methyl-1H-pyrazol-4-yl)methanamine), TEA. The reagents and catalysts are CN(C)C=O (DMF). The solvent is C(Cl)Cl (DCM), C(Cl)Cl (DCM). Run at time 1 hour. Product: BrC=1C=C(C(=O)NCC=2C=NN(C2)C)C=CC1OC (3-bromo-4-methoxy-N-((1-methyl-1H-pyrazol-4-yl)methyl)benzamide). Isolated yield 100.3%. Reaction SMILES: [Br:1][C:2]1[CH:3]=[C:4]([CH:8]=[CH:9][C:10]=1[O:11][CH3:12])[C:5]([OH:7])=O.C(Cl)(=O)C(Cl)=O.[CH3:19][N:20]1[CH:24]=[C:23]([CH2:25][NH2:26])[CH:22]=[N:21]1>CN(C=O)C.C(Cl)Cl>[Br:1][C:2]1[CH:3]=[C:4]([CH:8]=[CH:9][C:10]=1[O:11][CH3:12])[C:5]([NH:26][CH2:25][C:23]1[CH:22]=[N:21][N:20]([CH3:19])[CH:24]=1)=[O:7]. Procedure: To a 100 mL round bottom flask containing 3-bromo-4-methoxybenzoic acid (500 mg, 2.16 mmol) and DCM (5 mL) was added oxalyl chloride (0.23 mL, 2.60 mmol) and DMF (0.1 mL, 0.13 mmol). The reaction mixture was stirred at RT for one hour and concentrated in vacuo. The resulting colorless oil was taken up in DCM (2.5 mL) and added to a mixture of (1-methyl-1H-pyrazol-4-yl)methanamine (241 mg, 2.16 mmol), TEA (0.60 mL, 4.33 mmol) and DCM (2.5 mL) at 0° C. The reaction mixture was stirred at RT for 0.... Reactants: COC(C1=CC(C(=O)OC)=CC(=C1)NC(=O)C=1N=CN(C1CC1CCCCCC1)CC1=CC=CC=C1)=O (5-[(1-Benzyl-5-cycloheptylmethyl-1H-imidazole-4-carbonyl)-amino]-isophthalic Acid Dimethyl Ester), C1CCOC1.CO (THF methanol), O.[OH-].[Li+] (lithium hydroxide monohydrate). Run in O (water). Conditions: time 16 hour. The product is C(C1=CC=CC=C1)N1C=NC(=C1CC1CCCCCC1)C(=O)NC=1C=C(C=C(C(=O)O)C1)C(=O)O (5-[(1-Benzyl-5-cycloheptylmethyl-1H-imidazole-4-carbonyl)-amino]-isophthalic Acid). Yield: 89.0%. As a reaction SMILES: C[O:2][C:3](=[O:37])[C:4]1[CH:13]=[C:12]([NH:14][C:15]([C:17]2[N:18]=[CH:19][N:20]([CH2:30][C:31]3[CH:36]=[CH:35][CH:34]=[CH:33][CH:32]=3)[C:21]=2[CH2:22][CH:23]2[CH2:29][CH2:28][CH2:27][CH2:26][CH2:25][CH2:24]2)=[O:16])[CH:11]=[C:6]([C:7]([O:9]C)=[O:8])[CH:5]=1.C1COCC1.CO.O.[OH-].[Li+]>O>[CH2:30]([N:20]1[C:21]([CH2:22][CH:23]2[CH2:24][CH2:25][CH2:26][CH2:27][CH2:28][CH2:29]2)=[C:17]([C:15]([NH:14][C:12]2[CH:11]=[C:6]([C:7]([OH:9])=[O:8])[CH:5]=[C:4]([CH:13]=2)[C:3]([OH:37])=[O:2])=[O:16])[N:18]=[CH:19]1)[C:31]1[CH:32]=[CH:33][CH:34]=[CH:35][CH:36]=1 |f:1.2,3.4.5|. Procedure: To a solution of the product of step c above (110 mg, 0.22 mmol) in 1:1 THF/methanol (2 ml) was added the solution of lithium hydroxide monohydrate (30 mg, 0.66 mmol) in water (1 ml). The solution was stirred at room temperature for 16 h, concentrated under reduced pressure, diluted with water (1 ml) and acidified (pH=2.0, 1M HCl). The precipitate was collected by filtration, washed with water and dried to afford the title compound as a white solid (92 mg, 89%). 1H NMR (300 MHz, d6-DMSO) 13.00 (... Starting materials: 6,353,107 B1, CuBr, CN(CCN(CCN(C)C)C)C (N,N,N′,N″,N″-pentamethyldiethylenetriamine), C(C)C1(N(C(CC(C1C)=O)(C)CC)O)C (2,6-diethyl-1-hydroxy-2,3,6-trimethyl-piperidin-4-one), BrC(C(=O)OCCOC(C=C)=O)C (acrylic acid 2-(2-bromo-propionyloxy)-ethyl ester). Solvent: C1(=CC=CC=C1)C (toluene), C1(=CC=CC=C1)C (toluene). Reaction conditions: temperature 10 celsius, time 12 hour. The product is C(C)C1(N(C(CC(C1C)O)(C)CC)OC(C(=O)OCCOC(C=C)=O)C)C (Acrylic acid 2-[2-(2,6-diethyl-4-hydroxy-2,3,6-trimethyl-piperidin-1-yloxy)-propionyloxy]-ethyl ester). Isolated yield 93.0%. Reaction SMILES: [CH2:1]([C:3]1([CH3:15])[CH:8]([CH3:9])[C:7](=[O:10])[CH2:6][C:5]([CH2:12][CH3:13])([CH3:11])[N:4]1[OH:14])[CH3:2].CN(C)CCN(C)CCN(C)C.Br[CH:29]([CH3:40])[C:30]([O:32][CH2:33][CH2:34][O:35][C:36](=[O:39])[CH:37]=[CH2:38])=[O:31]>C1(C)C=CC=CC=1>[CH2:1]([C:3]1([CH3:15])[CH:8]([CH3:9])[CH:7]([OH:10])[CH2:6][C:5]([CH2:12][CH3:13])([CH3:11])[N:4]1[O:14][CH:37]([CH3:38])[C:36]([O:35][CH2:34][CH2:33][O:32][C:30](=[O:31])[CH:29]=[CH2:40])=[O:39])[CH3:2]. Reported procedure: To a stirred solution of 99.6 g (0.46 mol) of 2,6-diethyl-1-hydroxy-2,3,6-trimethyl-piperidin-4-one (prepared as described in U.S. Pat. No. 6,353,107 B1, example 2), 66.3 g (0.46 mol) of CuBr and 29.4 g (0.46 mol) Cupper in 1000 ml toluene 160 g (0.92 mol) of N,N,N′,N″,N″-pentamethyldiethylenetriamine (PMDTA) are added. The brown suspension is then cooled to 10° C. and 116 g (0.46 mol) of acrylic acid 2-(2-bromo-propionyloxy)-ethyl ester dissolved in 250 ml toluene are added dropwise while keepi... Reactants: C(C)(C)(C)OC(=O)N1CCC(CC1)N1C=C(C2=C1N=CN=C2N)C(C2=CC(=CC=C2)NS(=O)(=O)C2=CC(=CC(=C2)Cl)Cl)=O (4-{4-Amino-5-[3-(3,5-dichloro-benzenesulfonylamino)-benzoyl]-pyrrolo[2,3-d]pyrimidin-7-yl}-piperidine-1-carboxylic acid tert-butyl ester), NC=1C2=C(N=CN1)N(C=C2C(=O)C=2C=C(C=CC2)NC(=O)NC2=CC(=CC(=C2)Cl)Cl)C2CCNCC2 (1-[3-(4-Amino-7-piperidin-4-yl-7H-pyrrolo[2,3-d]pyrimidine-5-carbonyl)-phenyl]-3-(3,5-dichloro-phenyl)-urea). The product is NC=1C2=C(N=CN1)N(C=C2C(=O)C=2C=C(C=CC2)NS(=O)(=O)C2=CC(=CC(=C2)Cl)Cl)C2CCNCC2 (N-[3-(4-Amino-7-piperidin-4-yl-7H-pyrrolo[2,3-d]pyrimidine-5-carbonyl)-phenyl]-3,5-dichloro-benzenesulfonamide). As a reaction SMILES: C(OC([N:8]1[CH2:13][CH2:12][CH:11]([N:14]2[C:18]3[N:19]=[CH:20][N:21]=[C:22]([NH2:23])[C:17]=3[C:16]([C:24](=[O:43])[C:25]3[CH:30]=[CH:29][CH:28]=[C:27]([NH:31][S:32]([C:35]4[CH:40]=[C:39]([Cl:41])[CH:38]=[C:37]([Cl:42])[CH:36]=4)(=[O:34])=[O:33])[CH:26]=3)=[CH:15]2)[CH2:10][CH2:9]1)=O)(C)(C)C.NC1C2C(C(C3C=C(NC(NC4C=C(Cl)C=C(Cl)C=4)=O)C=CC=3)=O)=CN(C3CCNCC3)C=2N=CN=1>>[NH2:23][C:22]1[C:17]2[C:16]([C:24]([C:25]3[CH:26]=[C:27]([NH:31][S:32]([C:35]4[CH:40]=[C:39]([Cl:41])[CH:38]=[C:37]([Cl:42])[CH:36]=4)(=[O:34])=[O:33])[CH:28]=[CH:29][CH:30]=3)=[O:43])=[CH:15][N:14]([CH:11]3[CH2:12][CH2:13][NH:8][CH2:9][CH2:10]3)[C:18]=2[N:19]=[CH:20][N:21]=1. Reported procedure: The title compound was prepared from 4-{4-Amino-5-[3-(3,5-dichloro-benzenesulfonylamino)-benzoyl]-pyrrolo[2,3-d]pyrimidin-7-yl}-piperidine-1-carboxylic acid tert-butyl ester by procedures analogous to those described for the preparation of 1-[3-(4-Amino-7-piperidin-4-yl-7H-pyrrolo[2,3-d]pyrimidine-5-carbonyl)-phenyl]-3-(3,5-dichloro-phenyl)-urea. MS: 546.5 (MH+); HPLC Rf: 4.91 min. (HPLC method 4); HPLC purity: 100%. Starting materials: C(C1=CC=CC=C1)(=O)C=1C=NC2=C(C=CC=C2C1C=1C=C(C=O)C=CC1)C(F)(F)F (3-[3-benzoyl-8-(trifluoromethyl)quinolin-4-yl]benzaldehyde), C(C)OC(CC1=CC=C(C=C1)N)=O ((4-amino-phenyl)-acetic acid ethyl ester). The product is C(C1=CC=CC=C1)(=O)C=1C=NC2=C(C=CC=C2C1C=1C=C(CNC2=CC=C(C=C2)CC(=O)O)C=CC1)C(F)(F)F ([4-({3-[3-BENZOYL-8-(TRIFLUOROMETHYL)QUINOLIN-4-YL]BENZYL}AMINO)PHENYL]ACETIC ACID). RXN SMILES: [C:1]([C:9]1[CH:10]=[N:11][C:12]2[C:17]([C:18]=1[C:19]1[CH:20]=[C:21]([CH:24]=[CH:25][CH:26]=1)[CH:22]=O)=[CH:16][CH:15]=[CH:14][C:13]=2[C:27]([F:30])([F:29])[F:28])(=[O:8])[C:2]1[CH:7]=[CH:6][CH:5]=[CH:4][CH:3]=1.C([O:33][C:34](=[O:43])[CH2:35][C:36]1[CH:41]=[CH:40][C:39]([NH2:42])=[CH:38][CH:37]=1)C>>[C:1]([C:9]1[CH:10]=[N:11][C:12]2[C:17]([C:18]=1[C:19]1[CH:20]=[C:21]([CH:24]=[CH:25][CH:26]=1)[CH2:22][NH:42][C:39]1[CH:38]=[CH:37][C:36]([CH2:35][C:34]([OH:33])=[O:43])=[CH:41][CH:40]=1)=[CH:16][CH:15]=[CH:14][C:13]=2[C:27]([F:30])([F:29])[F:28])(=[O:8])[C:2]1[CH:3]=[CH:4][CH:5]=[CH:6][CH:7]=1. Procedure: The title compound was prepared from 3-[3-benzoyl-8-(trifluoromethyl)quinolin-4-yl]benzaldehyde and (4-amino-phenyl)-acetic acid ethyl ester according to the procedure of Example 66. MS m/z 541. The reactants are OCC(C(=O)O)CCCCCCCCCCCCCCCC (α-hydroxymethylstearic acid). The reagents and catalysts are P(O)(O)(O)=O (phosphoric acid). Product: C(CCCCCCCCCCCCCCC)C(C(=O)O)=C (2-Hexadecyl acrylic acid). As a reaction SMILES: O[CH2:2][CH:3]([CH2:7][CH2:8][CH2:9][CH2:10][CH2:11][CH2:12][CH2:13][CH2:14][CH2:15][CH2:16][CH2:17][CH2:18][CH2:19][CH2:20][CH2:21][CH3:22])[C:4]([OH:6])=[O:5]>P(=O)(O)(O)O>[CH2:7]([C:3](=[CH2:2])[C:4]([OH:6])=[O:5])[CH2:8][CH2:9][CH2:10][CH2:11][CH2:12][CH2:13][CH2:14][CH2:15][CH2:16][CH2:17][CH2:18][CH2:19][CH2:20][CH2:21][CH3:22]. Procedure: A 16.3 g sample of α-hydroxymethylstearic acid (0.0542 mole) and 6 drops of phosphoric acid (85%) are placed in a distillation flask and the mixture heated to 245°-255° C. in an oil bath under vacuum. The product, 2-hexadecyl acrylic acid, which distills over at 165°-175° C. at 0.1 mm (7.0 g) (43%), is recrystallized from acetone, m.p. 59°-63° C. Starting materials: S(O)(O)(=O)=O (sulfuric acid), FC1=C(C=CC(=C1)C(C(=O)O)C)C1=CC=CC=C1 (2-(2-Fluoro-biphenyl-4-yl)-propionic acid), C([O-])(O)=O.[Na+] (sodium bicarbonate). Run in C1(=CC=CC=C1)C (toluene), CO (methanol). Reaction conditions: temperature 40 celsius, time 2.5 hour. The product is FC1=C(C=CC(=C1)C(C(=O)OC)C)C1=CC=CC=C1 (methyl 2-(2-fluoro-biphenyl-4-yl)-propionate). As a reaction SMILES: [F:1][C:2]1[CH:7]=[C:6]([CH:8]([CH3:12])[C:9]([OH:11])=[O:10])[CH:5]=[CH:4][C:3]=1[C:13]1[CH:18]=[CH:17][CH:16]=[CH:15][CH:14]=1.S(=O)(=O)(O)O.[C:24](=O)(O)[O-].[Na+]>CO.C1(C)C=CC=CC=1>[F:1][C:2]1[CH:7]=[C:6]([CH:8]([CH3:12])[C:9]([O:11][CH3:24])=[O:10])[CH:5]=[CH:4][C:3]=1[C:13]1[CH:14]=[CH:15][CH:16]=[CH:17][CH:18]=1 |f:2.3|. Procedure: 2-(2-Fluoro-biphenyl-4-yl)-propionic acid (104.2 g) was dissolved in methanol (410 ml) and then conc. sulfuric acid (60.2 g) was added, after which the resulting mixture was stirred at 40° C. for 2.5 hours. The mixture was cooled to room temperature, diluted with toluene, then neutralized with a saturated aqueous sodium bicarbonate solution, and thereafter subjected to extraction with ethyl acetate. The organic layer was dried over sodium sulfate and then concentrated under reduced pressure, to ... Reactants: CCOCCC1(Br)C(=O)NC(=O)NC1=O, O=C([O-])[O-], CCOC(C)=O, [K+], [K+], CN(C)C=O, O=C(NCc1cccc(-c2ccc(O)cc2)c1)c1nc2ccccc2c(=O)[nH]1. The product is CCOCCC1(Oc2ccc(-c3cccc(CNC(=O)c4nc5ccccc5c(=O)[nH]4)c3)cc2)C(=O)NC(=O)NC1=O. RXN SMILES: [Br:29][C:30]1([CH2:39][CH2:40][O:41][CH2:42][CH3:43])[C:31](=[O:38])[NH:32][C:33](=[O:37])[NH:34][C:35]1=[O:36].[C:44](=[O:45])([O-:46])[O-:47].[CH3:55][CH2:56][O:57][C:58](=[O:59])[CH3:60].[K+:48].[K+:49].[O:50]=[CH:51][N:52]([CH3:53])[CH3:54].[OH:1][c:2]1[cH:3][cH:4][c:5](-[c:8]2[cH:9][c:10]([CH2:14][NH:15][C:16](=[O:17])[c:18]3[n:19][c:20]4[cH:21][cH:22][cH:23][cH:24][c:25]4[c:26](=[O:28])[nH:27]3)[cH:11][cH:12][cH:13]2)[cH:6][cH:7]1>>[O:1]([c:2]1[cH:3][cH:4][c:5](-[c:8]2[cH:9][c:10]([CH2:14][NH:15][C:16](=[O:17])[c:18]3[n:19][c:20]4[cH:21][cH:22][cH:23][cH:24][c:25]4[c:26](=[O:28])[nH:27]3)[cH:11][cH:12][cH:13]2)[cH:6][cH:7]1)[C:30]1([CH2:39][CH2:40][O:41][CH2:42][CH3:43])[C:31](=[O:38])[NH:32][C:33](=[O:37])[NH:34][C:35]1=[O:36]. Reactants: CCCC[N+](CCCC)(CCCC)CCCC, C1CCOC1, CC(=O)O, CCOC(C)=O, [F-], C[Si](C)(C)CCOCn1nc(C=Cc2ccccn2)c2ccc(C(=O)c3ccccc3C(=O)O)cc21. Yields the product O=C(O)c1ccccc1C(=O)c1ccc2c(C=Cc3ccccn3)n[nH]c2c1. Reaction SMILES: [CH2:38]([N+:39]([CH2:40][CH2:41][CH2:42][CH3:43])([CH2:44][CH2:45][CH2:46][CH3:47])[CH2:48][CH2:49][CH2:50][CH3:51])[CH2:52][CH2:53][CH3:54].[CH2:55]1[O:56][CH2:57][CH2:58][CH2:59]1.[CH3:60][C:61](=[O:62])[OH:63].[CH3:64][CH2:65][O:66][C:67](=[O:68])[CH3:69].[F-:37].[n:1]1[c:2]([CH:7]=[CH:8][c:9]2[n:10][n:11]([CH2:29][O:30][CH2:31][CH2:32][Si:33]([CH3:34])([CH3:35])[CH3:36])[c:12]3[cH:13][c:14]([C:18](=[O:19])[c:20]4[c:21]([C:22](=[O:23])[OH:24])[cH:25][cH:26][cH:27][cH:28]4)[cH:15][cH:16][c:17]23)[cH:3][cH:4][cH:5][cH:6]1>>[n:1]1[c:2]([CH:7]=[CH:8][c:9]2[n:10][nH:11][c:12]3[cH:13][c:14]([C:18](=[O:19])[c:20]4[c:21]([C:22](=[O:23])[OH:24])[cH:25][cH:26][cH:27][cH:28]4)[cH:15][cH:16][c:17]23)[cH:3][cH:4][cH:5][cH:6]1. Reactants: [Cl-].[Zn+2].[Cl-] (Zinc chloride), N[C@@H](CCSC)C(=O)O (Methionine). Run in O (water). Reaction conditions: time 1 hour. Product: N[C@@H](CCSC)C(=O)Cl.[Zn] (zinc methionine chloride). As a reaction SMILES: [Cl-:1].[Zn+2:2].[Cl-].[NH2:4][C@H:5]([C:10]([OH:12])=O)[CH2:6][CH2:7][S:8][CH3:9]>O>[NH2:4][C@H:5]([C:10]([Cl:1])=[O:12])[CH2:6][CH2:7][S:8][CH3:9].[Zn:2] |f:0.1.2,5.6|. Procedure details: Zinc chloride (Zn Cl2, 68.0g, 0.5 mol) was dissolved in water (68.0 g) and the solution was heated to 90° c. Methionine (74,bg, 0.5 mol) was added and the temperature was kept at 90° C. for one hour to provide zinc methionine chloride solution. The product contained 21.2% zinc and 53.9% methionine. Quantitative and instrumental analysis as previously described revealed the presence of a 1:1 complex salt of zinc methionine chloride.